From a dataset of the Open Reaction Database (ORD), a public repository of structured organic reaction records. describe an organic reaction: reactants, conditions, products, and yield Starting materials: ClC1=NC=C(C(=N1)N)C (2-chloro-5-methyl-pyrimidin-4-ylamine), BrC1=CC(=C(C=C1)Cl)OC (4-bromo-1-chloro-2-methoxy-benzene), CC1(C2=C(C(=CC=C2)P(C3=CC=CC=C3)C4=CC=CC=C4)OC5=C(C=CC=C51)P(C6=CC=CC=C6)C7=CC=CC=C7)C (Xantphos), C([O-])([O-])=O.[Cs+].[Cs+] (cesium carbonate). Reagents/catalysts: C=1C=CC(=CC1)/C=C/C(=O)/C=C/C2=CC=CC=C2.C=1C=CC(=CC1)/C=C/C(=O)/C=C/C2=CC=CC=C2.C=1C=CC(=CC1)/C=C/C(=O)/C=C/C2=CC=CC=C2.[Pd].[Pd] (Pd2(dba)3). The solvent is O1CCOCC1 (dioxane), C(Cl)Cl (DCM). Yields the product ClC1=C(C=C(C=C1)NC1=NC(=NC=C1C)Cl)OC ((4-Chloro-3-methoxy-phenyl)-(2-chloro-5-methyl-pyrimidin-4-yl)-amine). Yield: 55.3%. RXN SMILES: [Cl:1][C:2]1[N:7]=[C:6]([NH2:8])[C:5]([CH3:9])=[CH:4][N:3]=1.Br[C:11]1[CH:16]=[CH:15][C:14]([Cl:17])=[C:13]([O:18][CH3:19])[CH:12]=1.CC1(C)C2C(=C(P(C3C=CC=CC=3)C3C=CC=CC=3)C=CC=2)OC2C(P(C3C=CC=CC=3)C3C=CC=CC=3)=CC=CC1=2.C(=O)([O-])[O-].[Cs+].[Cs+]>O1CCOCC1.C(Cl)Cl.C1C=CC(/C=C/C(/C=C/C2C=CC=CC=2)=O)=CC=1.C1C=CC(/C=C/C(/C=C/C2C=CC=CC=2)=O)=CC=1.C1C=CC(/C=C/C(/C=C/C2C=CC=CC=2)=O)=CC=1.[Pd].[Pd]>[Cl:17][C:14]1[CH:15]=[CH:16][C:11]([NH:8][C:6]2[C:5]([CH3:9])=[CH:4][N:3]=[C:2]([Cl:1])[N:7]=2)=[CH:12][C:13]=1[O:18][CH3:19] |f:3.4.5,8.9.10.11.12|. Reported procedure: A mixture of 2-chloro-5-methyl-pyrimidin-4-ylamine (0.50 g, 3.5 mmol), 4-bromo-1-chloro-2-methoxy-benzene (0.65 mL, 4.8 mmol), Pd2(dba)3 (0.17 g, 0.19 mmol), Xantphos (0.22 g, 0.38 mmol) and cesium carbonate (2.3 g, 7.1 mmol) was suspended in dioxane (20 mL) and heated at reflux under the argon atmosphere for 5 h. The reaction mixture was cooled to room temperature and diluted with DCM (30 mL). The mixture was filtered and the filtrate concentrated in vacuo. The residue was purified by flash chr...